This data is from the Open Reaction Database (ORD), a public repository of structured organic reaction records. The task is: describe an organic reaction: reactants, conditions, products, and yield Starting materials: C1(=CC=CC2=CC=CC=C12)C(=O)Cl (1-naphthoyl chloride), COP1OC2=C(C3=C1C=CC=C3)C=CC=C2 (6-methoxy-(6H)-dibenz[c,e][1,2]oxaphosphorin). Run in C1(=CC=CC=C1)C (toluene). Run at temperature 125 celsius. Yields the product C1(=CC=CC2=CC=CC=C12)C(=O)P1(OC2=C(C3=C1C=CC=C3)C=CC=C2)=O (6-(1-Naphthoyl)-(6H)-dibenz[c,e][1,2]oxaphosphorin 6oxide). As a reaction SMILES: [C:1]1([C:11](Cl)=[O:12])[C:10]2[C:5](=[CH:6][CH:7]=[CH:8][CH:9]=2)[CH:4]=[CH:3][CH:2]=1.C[O:15][P:16]1[C:21]2[CH:22]=[CH:23][CH:24]=[CH:25][C:20]=2[C:19]2[CH:26]=[CH:27][CH:28]=[CH:29][C:18]=2[O:17]1>C1(C)C=CC=CC=1>[C:1]1([C:11]([P:16]2(=[O:15])[C:21]3[CH:22]=[CH:23][CH:24]=[CH:25][C:20]=3[C:19]3[CH:26]=[CH:27][CH:28]=[CH:29][C:18]=3[O:17]2)=[O:12])[C:10]2[C:5](=[CH:6][CH:7]=[CH:8][CH:9]=2)[CH:4]=[CH:3][CH:2]=1. Procedure details: 50 g (0.262 mol) of 1-naphthoyl chloride were warmed to 80° to 85° C. under a nitrogen atmosphere. 60.3 g (0.262 mol) of 6-methoxy-(6H)-dibenz[c,e][1,2]oxaphosphorin were added dropwise while stirring. The reaction proceeded exothermically. The temperature was then increased in steps to 125° C. When the reaction was complete, 90 ml of toluene were added at 40° C. After crystallization 77 g (80% of theory) of the above-mentioned compound of melting point 149° to 151° C. were obtained. Reactants: ClC1=C(C=C(C(=O)C2=CC=CC=C2)C=C1)[N+](=O)[O-] (4-chloro-3-nitro-benzophenone), CN (methylamine), S1(=O)(=O)CCCC1 (sulpholane). The solvent is CO (methanol). Reaction conditions: time 20 minute. Product: CNC1=C(C=C(C(=O)C2=CC=CC=C2)C=C1)[N+](=O)[O-] (4-methylamino-3-nitro-benzophenone). As a reaction SMILES: Cl[C:2]1[CH:15]=[CH:14][C:5]([C:6]([C:8]2[CH:13]=[CH:12][CH:11]=[CH:10][CH:9]=2)=[O:7])=[CH:4][C:3]=1[N+:16]([O-:18])=[O:17].[CH3:19][NH2:20].S1(CCCC1)(=O)=O>CO>[CH3:19][NH:20][C:2]1[CH:15]=[CH:14][C:5]([C:6]([C:8]2[CH:13]=[CH:12][CH:11]=[CH:10][CH:9]=2)=[O:7])=[CH:4][C:3]=1[N+:16]([O-:18])=[O:17]. Procedure details: 11 g of 4-chloro-3-nitro-benzophenone, 20 g of methylamine, 153.4 g of methanol and 27.5 g of sulpholane are warmed to 125° for 15 hours in a closed vessel. The reaction solution is evaporated to dryness, the residue is boiled thoroughly with 400 ml of 2 N hydrochloric acid for 20 minutes and the precipitate is filtered off, washed with water and dissolved in methylene chloride. After drying over sodium sulphate and evaporating, 4-methylamino-3-nitro-benzophenone with a melting point of 198°-201... Reactants: C(C)(C)(C)OC(=O)N1[C@@H](CC(C1)=NOC)C(=O)O ((2S,4EZ)-1-(tert-butoxycarbonyl)-4-(methoxyimino)-2-pyrrolidinecarboxylic acid), C1(=CC=C(C=C1)C(=O)Cl)C1=CC=CC=C1 ([1,1′-biphenyl]-4-carbonyl chloride), C(C1=CC=CC=C1)NCCO (2-(benzylamino)ethanol). The product is C(C1=CC=CC=C1)N(C(=O)[C@H]1N(CC(C1)=NOC)C(=O)C1=CC=C(C=C1)C1=CC=CC=C1)CCO ((2S,4EZ)-N-benzyl-1-([1,1′-biphenyl]-4-ylcarbonyl)-N-(2-hydroxyethyl)-4-(methoxyimino)-2-pyrrolidinecarboxamide). Reaction SMILES: C(O[C:6]([N:8]1[CH2:12][C:11](=[N:13][O:14][CH3:15])[CH2:10][C@H:9]1[C:16]([OH:18])=O)=[O:7])(C)(C)C.[C:19]1([C:28]2[CH:33]=[CH:32][CH:31]=[CH:30][CH:29]=2)[CH:24]=[CH:23][C:22](C(Cl)=O)=[CH:21][CH:20]=1.[CH2:34]([NH:41][CH2:42][CH2:43][OH:44])[C:35]1[CH:40]=[CH:39][CH:38]=[CH:37][CH:36]=1>>[CH2:34]([N:41]([CH2:42][CH2:43][OH:44])[C:16]([C@@H:9]1[CH2:10][C:11](=[N:13][O:14][CH3:15])[CH2:12][N:8]1[C:6]([C:31]1[CH:30]=[CH:29][C:28]([C:19]2[CH:20]=[CH:21][CH:22]=[CH:23][CH:24]=2)=[CH:33][CH:32]=1)=[O:7])=[O:18])[C:35]1[CH:40]=[CH:39][CH:38]=[CH:37][CH:36]=1. Procedure: Following the general method as outlined in Example 22, starting from (2S,4EZ)-1-(tert-butoxycarbonyl)-4-(methoxyimino)-2-pyrrolidinecarboxylic acid, [1,1′-biphenyl]-4-carbonyl chloride, and 2-(benzylamino)ethanol, the title compound was obtained in 74% purity by HPLC. MS(ESI+): m/z=472. Starting materials: ClC1=CC(=NC=C1)C (4-chloro-2-methylpyridine), FC1=CC=C(C=C1)B(O)O ((4-fluorophenyl)boronic acid). Solvent: COCCOC (DME), C(=O)([O-])[O-].[Na+].[Na+] (Na2CO3). Yields the product FC1=CC=C(C=C1)C1=CC(=NC=C1)C (4-(4-fluorophenyl)-2-methylpyridine). The yield is 60.9%. Reaction SMILES: Cl[C:2]1[CH:7]=[CH:6][N:5]=[C:4]([CH3:8])[CH:3]=1.[F:9][C:10]1[CH:15]=[CH:14][C:13](B(O)O)=[CH:12][CH:11]=1>COCCOC.C([O-])([O-])=O.[Na+].[Na+]>[F:9][C:10]1[CH:15]=[CH:14][C:13]([C:2]2[CH:7]=[CH:6][N:5]=[C:4]([CH3:8])[CH:3]=2)=[CH:12][CH:11]=1 |f:3.4.5|. Procedure details: A mixture of 4-chloro-2-methylpyridine (10 g, 79 mmol) and (4-fluorophenyl)boronic acid (13.2 g, 94 mmol) in DME (150 ml) and 2M Na2CO3 (94 ml) was degassed for 5 minutes with a stream of nitrogen before adding Pd(PPh3)4 (1.8 g, 2 mol %) and then refluxing overnight. The reaction mixture was cooled to room temperature, diluted with ethyl acetate (30 ml), washed with 4 N NaOH (40 ml) and then with brine (50 ml). The organic layer was then dried over MgSO4, concentrated in vacuo and purified by ch... Starting materials: COCOC1=C(C=C(C=C1C)O)C (4-methoxymethoxy-3,5-dimethylphenol), ClC=1C=CC(=C(C1)N(C(OC(C)(C)C)=O)C)[N+](=O)[O-] (t-butyl N-(5-chloro-2-nitrophenyl)-N-methylcarbamate), [H-].[Na+] (sodium hydride). The solvent is CN(C=O)C (N,N-dimethylformamide). The product is COCOC1=C(C=C(OC=2C=CC(=C(C2)N(C(OC(C)(C)C)=O)C)[N+](=O)[O-])C=C1C)C (t-Butyl N-[5-(4-methoxymethoxy-3,5-dimethylphenoxy)-2-nitrophenyl]-N-methylcarbamate). The yield is 90.9%. As a reaction SMILES: [CH3:1][O:2][CH2:3][O:4][C:5]1[C:10]([CH3:11])=[CH:9][C:8]([OH:12])=[CH:7][C:6]=1[CH3:13].Cl[C:15]1[CH:16]=[CH:17][C:18]([N+:30]([O-:32])=[O:31])=[C:19]([N:21]([CH3:29])[C:22](=[O:28])[O:23][C:24]([CH3:27])([CH3:26])[CH3:25])[CH:20]=1.[H-].[Na+]>CN(C)C=O>[CH3:1][O:2][CH2:3][O:4][C:5]1[C:10]([CH3:11])=[CH:9][C:8]([O:12][C:15]2[CH:16]=[CH:17][C:18]([N+:30]([O-:32])=[O:31])=[C:19]([N:21]([CH3:29])[C:22](=[O:28])[O:23][C:24]([CH3:25])([CH3:26])[CH3:27])[CH:20]=2)=[CH:7][C:6]=1[CH3:13] |f:2.3|. Procedure: By using 1.46 g of 4-methoxymethoxy-3,5-dimethylphenol, 2.29 g of t-butyl N-(5-chloro-2-nitrophenyl)-N-methylcarbamate, 0.35 g of sodium hydride (55% by weight) and 30 ml of anhydrous N,N-dimethylformamide, reaction and purification were carried out in a similar manner to that described in Reference Example 6, whereby 3.14 g of the title compound were obtained. Starting materials: CC(C)(c1cc(F)cc([N+](=O)[O-])c1O)c1cc(F)cc([N+](=O)[O-])c1O, CC(C)(c1cc(F)ccc1O)c1cc(Cl)ccc1O. The product is CC(C)(c1cc(F)cc([N+](=O)[O-])c1O)c1cc(Cl)cc([N+](=O)[O-])c1O. Reaction SMILES: [C:20]([CH3:21])([CH3:22])([c:23]1[c:24]([OH:33])[c:25]([N+:30](=[O:31])[O-:32])[cH:26][c:27]([F:29])[cH:28]1)[c:34]1[c:35]([OH:44])[c:36]([N+:41](=[O:42])[O-:43])[cH:37][c:38]([F:40])[cH:39]1.[Cl:1][c:2]1[cH:3][cH:4][c:5]([OH:6])[c:7]([C:8]([c:9]2[cH:10][c:11]([F:12])[cH:13][cH:14][c:15]2[OH:16])([CH3:17])[CH3:18])[cH:19]1>>[Cl:1][c:27]1[cH:26][c:25]([N+:30](=[O:31])[O-:32])[c:24]([OH:33])[c:23]([C:20]([CH3:21])([CH3:22])[c:34]2[c:35]([OH:44])[c:36]([N+:41](=[O:42])[O-:43])[cH:37][c:38]([F:40])[cH:39]2)[cH:28]1. Starting materials: CCO, CS(=O)(=O)c1ccc(-n2cc(C=O)nc2-c2ccc(Cl)cc2)cc1, NOS(=O)(=O)O, c1ccncc1. Yields the product CS(=O)(=O)c1ccc(-n2cc(C#N)nc2-c2ccc(Cl)cc2)cc1. RXN SMILES: [CH3:31][CH2:32][OH:33].[Cl:1][c:2]1[cH:3][cH:4][c:5](-[c:8]2[n:9](-[c:15]3[cH:16][cH:17][c:18]([S:21](=[O:22])(=[O:23])[CH3:24])[cH:19][cH:20]3)[cH:10][c:11]([CH:13]=[O:14])[n:12]2)[cH:6][cH:7]1.[NH2:25][O:26][S:27]([OH:28])(=[O:29])=[O:30].[cH:34]1[cH:35][cH:36][n:37][cH:38][cH:39]1>>[Cl:1][c:2]1[cH:3][cH:4][c:5](-[c:8]2[n:9](-[c:15]3[cH:16][cH:17][c:18]([S:21](=[O:22])(=[O:23])[CH3:24])[cH:19][cH:20]3)[cH:10][c:11]([C:13]#[N:25])[n:12]2)[cH:6][cH:7]1.